Task: describe an organic reaction: reactants, conditions, products, and yield. Dataset: the Open Reaction Database (ORD), a public repository of structured organic reaction records Yields the product COC(=O)C1(C(F)(F)F)CCN(Cc2ccccc2)C1. As a reaction SMILES: [CH3:1][O:2][C:3]([C:4](=[CH2:5])[C:6]([F:7])([F:8])[F:9])=[O:10].[Cl:34][CH2:35][Cl:36].[O:11]([CH2:13][N:14]([CH2:15][Si:12]([CH3:16])([CH3:17])[CH3:18])[CH2:20][c:21]1[cH:22][cH:23][cH:24][cH:25][cH:26]1)[CH3:19].[OH:27][C:28]([C:29]([F:30])([F:31])[F:32])=[O:33]>>[CH3:1][O:2][C:3]([C:4]1([C:6]([F:7])([F:8])[F:9])[CH2:5][CH2:13][N:14]([CH2:20][c:21]2[cH:22][cH:23][cH:24][cH:25][cH:26]2)[CH2:15]1)=[O:10]. The reactants are C=C(C(=O)OC)C(F)(F)F, ClCCl, COCN(Cc1ccccc1)C[Si](C)(C)C, O=C(O)C(F)(F)F.